This data is from the Open Reaction Database (ORD), a public repository of structured organic reaction records. The task is: describe an organic reaction: reactants, conditions, products, and yield The reactants are C(C(C)(C)C)(=O)Cl (pivaloylchloride), Cl.NCC#N (aminoacetonitrile hydrochloride). Product: C(C(C)(C)C)(=O)NCC#N (Pivaloylaminoacetonitrile). RXN SMILES: [C:1](Cl)(=[O:6])[C:2]([CH3:5])([CH3:4])[CH3:3].Cl.[NH2:9][CH2:10][C:11]#[N:12]>>[C:1]([NH:12][CH2:11][C:10]#[N:9])(=[O:6])[C:2]([CH3:5])([CH3:4])[CH3:3] |f:1.2|. Procedure: The compound was prepared according to Example 1 a) from 36.17 g pivaloylchloride and 27.76 g aminoacetonitrile hydrochloride